This data is from the Open Reaction Database (ORD), a public repository of structured organic reaction records. The task is: describe an organic reaction: reactants, conditions, products, and yield Reactants: CN1C=CC2=CC=C(C=C12)SC (1-methyl-6-methylsulfanyl-1H-indole), C(C(=O)Cl)(=O)Cl (oxalyl chloride). Run in CCOCC (Et2O). Conditions: time 3 hour. Yields the product CN1C=C(C2=CC=C(C=C12)SC)C(C(=O)Cl)=O ((1-methyl-6-methylsulfanyl-1H-indol-3-yl)-oxo-acetyl chloride). Yield: 82.5%. Reaction SMILES: [CH3:1][N:2]1[C:10]2[C:5](=[CH:6][CH:7]=[C:8]([S:11][CH3:12])[CH:9]=2)[CH:4]=[CH:3]1.[C:13](Cl)(=[O:17])[C:14]([Cl:16])=[O:15]>CCOCC>[CH3:1][N:2]1[C:10]2[C:5](=[CH:6][CH:7]=[C:8]([S:11][CH3:12])[CH:9]=2)[C:4]([C:13](=[O:17])[C:14]([Cl:16])=[O:15])=[CH:3]1. Procedure details: To a solution of 1-methyl-6-methylsulfanyl-1H-indole (658 mg, 3.71 mmol) in Et2O(7 ml) at 0° C., was added oxalyl chloride (0.55 ml, 6.31 mmol). After stirring for 3 hours, the orange solid was collected, washed with Et2O, and dried to afford (1-methyl-6-methylsulfanyl-1H-indol-3-yl)-oxo-acetyl chloride (819 mg, 66%). The product is Fc1ccc(C2CCC(N3CCN(Cc4ccccc4)CC3)CC2)cc1. The reactants are O=C1CCC(c2ccc(F)cc2)CC1, c1ccc(CN2CCNCC2)cc1. RXN SMILES: [F:1][c:2]1[cH:3][cH:4][c:5]([CH:8]2[CH2:9][CH2:10][C:11](=[O:14])[CH2:12][CH2:13]2)[cH:6][cH:7]1.[c:15]1([CH2:21][N:22]2[CH2:23][CH2:24][NH:25][CH2:26][CH2:27]2)[cH:16][cH:17][cH:18][cH:19][cH:20]1>>[F:1][c:2]1[cH:3][cH:4][c:5]([CH:8]2[CH2:9][CH2:10][CH:11]([N:25]3[CH2:24][CH2:23][N:22]([CH2:21][c:15]4[cH:16][cH:17][cH:18][cH:19][cH:20]4)[CH2:27][CH2:26]3)[CH2:12][CH2:13]2)[cH:6][cH:7]1.